Dataset: the Open Reaction Database (ORD), a public repository of structured organic reaction records. Task: describe an organic reaction: reactants, conditions, products, and yield Reactants: BrC=1C=CC=C2C(N(C(=NC12)Cl)CC(F)(F)F)=O (8-Bromo-2-chloro-3-(2,2,2-trifluoroethyl)quinazolin-4(3H)-one), C(C)(C)(C)N (tert-butylamine). Run in CN1CCCC1=O (NMP). Product: BrC=1C=CC=C2C(N(C(=NC12)NC(C)(C)C)CC(F)(F)F)=O (8-Bromo-2-(tert-butylamino)-3-(2,2,2-trifluoroethyl)quinazolin-4(3H)-one). Yield: 85.5%. As a reaction SMILES: [Br:1][C:2]1[CH:3]=[CH:4][CH:5]=[C:6]2[C:11]=1[N:10]=[C:9](Cl)[N:8]([CH2:13][C:14]([F:17])([F:16])[F:15])[C:7]2=[O:18].[C:19]([NH2:23])([CH3:22])([CH3:21])[CH3:20]>CN1C(=O)CCC1>[Br:1][C:2]1[CH:3]=[CH:4][CH:5]=[C:6]2[C:11]=1[N:10]=[C:9]([NH:23][C:19]([CH3:22])([CH3:21])[CH3:20])[N:8]([CH2:13][C:14]([F:17])([F:16])[F:15])[C:7]2=[O:18]. Procedure details: 8-Bromo-2-(tert-butylamino)-3-(2,2,2-trifluoroethyl)quinazolin-4(3H)-one (501d, 505 mg, 86%) as an off-white solid was prepared according to the procedures described for 408 using 8-bromo-2-chloro-3-(2,2,2-trifluoroethyl)quinazolin-4(3H)-one (534 mg, 1.562 mmol, 501c), tert-butylamine (4.9 mL, 46.9 mmol), and NMP (0.5 mL). 1H NMR (400 MHz, DMSO-d6) δ ppm 7.87-8.00 (2H, m) 7.06 (1H, t, J=7.73 Hz) 6.44 (1H, s) 5.22 (2H, q, J=9.00 Hz) 1.55 (9H, s). m/z (ESI, +ve) 379.9/381.0 (M+H)+.